Dataset: the Open Reaction Database (ORD), a public repository of structured organic reaction records. Task: describe an organic reaction: reactants, conditions, products, and yield Reactants: N12CC(C(CC1)CC2)OC=2N=CC(=NC2)C2=CC=C(C=C2)N(C)C (N-{4-[5-(1-azabicyclo[2.2.2]oct-3-yloxy)pyrazin-2-yl]phenyl}-N,N-dimethylamine), C(\C=C\C(=O)O)(=O)O (fumaric acid). The solvent is C(C)(=O)OCC.C(C)O (ethyl acetate ethanol). Yields the product C(\C=C\C(=O)O)(=O)O.N12CC(C(CC1)CC2)OC=2N=CC(=NC2)C2=CC=C(C=C2)N(C)C.N21CC(C(CC2)CC1)OC=1N=CC(=NC1)C1=CC=C(C=C1)N(C)C (N-{4-[5-(1-azabicyclo[2.2.2]oct-3-yloxy)pyrazin-2-yl]phenyl}-N,N-dimethylamine hemifumarate). As a reaction SMILES: [N:1]12[CH2:8][CH2:7][CH:4]([CH2:5][CH2:6]1)[CH:3]([O:9][C:10]1[N:11]=[CH:12][C:13]([C:16]3[CH:21]=[CH:20][C:19]([N:22]([CH3:24])[CH3:23])=[CH:18][CH:17]=3)=[N:14][CH:15]=1)[CH2:2]2.[C:25]([OH:32])(=[O:31])/[CH:26]=[CH:27]/[C:28]([OH:30])=[O:29]>C(OCC)(=O)C.C(O)C>[C:25]([OH:32])(=[O:31])/[CH:26]=[CH:27]/[C:28]([OH:30])=[O:29].[N:1]12[CH2:6][CH2:5][CH:4]([CH2:7][CH2:8]1)[CH:3]([O:9][C:10]1[N:11]=[CH:12][C:13]([C:16]3[CH:21]=[CH:20][C:19]([N:22]([CH3:24])[CH3:23])=[CH:18][CH:17]=3)=[N:14][CH:15]=1)[CH2:2]2.[N:1]12[CH2:6][CH2:5][CH:4]([CH2:7][CH2:8]1)[CH:3]([O:9][C:10]1[N:11]=[CH:12][C:13]([C:16]3[CH:21]=[CH:20][C:19]([N:22]([CH3:24])[CH3:23])=[CH:18][CH:17]=3)=[N:14][CH:15]=1)[CH2:2]2 |f:2.3,4.5.6|. Procedure details: The product of Example 16A (130 mg, 0.40 mmol) in ethyl acetate/ethanol (5 mL, 1:1) was treated with fumaric acid (47 mg, 0.4 mmol) at ambient temperature for 10 hours. The title compound was obtained as a solid (101 mg, yield, 63%). 1H NMR (MeOH-d4, 300 MHz) δ 1.74-2.11 (m, 3H), 2.18-2.34 (m, 1H), 2.43-2.51 (m, 1H), 3.00 (s, 6H), 3.08-3.37 (m, 5H), 3.65-3.79 (m, 1H), 5.24-5.33 (m, 1H), 6.67 (s, 1.2H), 6.84 (d, J=8.8 Hz, 2H), 7.80 (d, J=9.2 Hz, 2H), 8.23 (d, J=1.4 Hz, 1H), 8.50 (d, J=1.4 Hz, 1H)... The reactants are ClCC(=O)Cl (chloroacetyl chloride), N1C=CC2=CC=CN=C12 (7-azaindole), ClCC(=O)Cl (chloroacetyl chloride), [Cl-].[Al+3].[Cl-].[Cl-] (aluminum chloride). Solvent: C(=S)=S (carbon disulfide). The product is ClCC(=O)C1=CNC2=NC=CC=C21 (2-CHLORO-1-(1H-PYRROLO[2,3-B]-PYRIDIN-3-YL)ETHANONE). Yield: 75.0%. RXN SMILES: [NH:1]1[C:9]2[C:4](=[CH:5][CH:6]=[CH:7][N:8]=2)[CH:3]=[CH:2]1.[Cl:10][CH2:11][C:12](Cl)=[O:13].[Cl-].[Al+3].[Cl-].[Cl-]>C(=S)=S>[Cl:10][CH2:11][C:12]([C:3]1[C:4]2[C:9](=[N:8][CH:7]=[CH:6][CH:5]=2)[NH:1][CH:2]=1)=[O:13] |f:2.3.4.5|. Procedure details: A mixture of 7-azaindole (10 g) and chloroacetyl chloride (7.4 mL, 1.1 eq.) are dissolved in carbon disulfide, treated with aluminum chloride (85 g, 7.5 eq.), heated at reflux temperature for 2 h, treated with chloroacetyl chloride (7.4 mL, 1.1 eq.), continued heating at reflux temperature for a further 2 h, cooled to room temperature and decanted to remove the solvent. The sediment is cooled to 0° C., quenched with ice water, treated with sodium carbonate to pH 9 and extracted with EtOAc. The e...